Dataset: the Open Reaction Database (ORD), a public repository of structured organic reaction records. Task: describe an organic reaction: reactants, conditions, products, and yield Reactants: CCC(CC)(Oc1ccc(Cl)cc1C1CC(=O)NC(c2cc(F)ccc2C)C12C(=O)Nc1cc(Br)ccc12)C(=O)O, O=C(n1ccnc1)n1ccnc1, CS(N)(=O)=O, Cl, [H-], [Na+], CN(C)C=O, O. Product: CCC(CC)(Oc1ccc(Cl)cc1C1CC(=O)NC(c2cc(F)ccc2C)C12C(=O)Nc1cc(Br)ccc12)C(=O)NS(C)(=O)=O. RXN SMILES: [Br:1][c:2]1[cH:3][cH:4][c:5]2[c:9]([cH:10]1)[NH:8][C:7](=[O:11])[C:6]21[CH:12]([c:34]2[c:35]([CH3:41])[cH:36][cH:37][c:38]([F:40])[cH:39]2)[NH:13][C:14](=[O:33])[CH2:15][CH:16]1[c:17]1[c:18]([O:24][C:25]([CH2:26][CH3:27])([C:28](=[O:29])[OH:30])[CH2:31][CH3:32])[cH:19][cH:20][c:21]([Cl:23])[cH:22]1.[C:42]([n:43]1[cH:44][cH:45][n:46][cH:47]1)([n:48]1[cH:49][cH:50][n:51][cH:52]1)=[O:53].[CH3:54][S:55](=[O:56])(=[O:57])[NH2:58].[ClH:61].[H-:60].[Na+:59].[O:62]=[CH:63][N:64]([CH3:65])[CH3:66].[OH2:67]>>[Br:1][c:2]1[cH:3][cH:4][c:5]2[c:9]([cH:10]1)[NH:8][C:7](=[O:11])[C:6]21[CH:12]([c:34]2[c:35]([CH3:41])[cH:36][cH:37][c:38]([F:40])[cH:39]2)[NH:13][C:14](=[O:33])[CH2:15][CH:16]1[c:17]1[c:18]([O:24][C:25]([CH2:26][CH3:27])([C:28](=[O:29])[NH:58][S:55]([CH3:54])(=[O:56])=[O:57])[CH2:31][CH3:32])[cH:19][cH:20][c:21]([Cl:23])[cH:22]1. Reactants: N#CBr (cyanogen bromide), CC(=O)[O-].[Na+] (NaOAc), N#CBr (cyanogen bromide), C(=O)(C(F)(F)F)O (TFA), C(C)(=O)[O-].[Na+] (sodium acetate), NC1(C2=CC(=CC=C2OC=2C=NC(=CC21)Cl)Br)C(CO)C (2-(5-amino-7-bromo-3-chloro-5H-chromeno[2,3-c]pyridin-5-yl)propan-1-ol). The solvent is C(Cl)Cl (DCM), CCO (EtOH). Conditions: time 48 hour. Product: BrC=1C=C2C(=CC1)OC=1C=NC(=CC1C21N=C(OCC1C)N)Cl (7-bromo-3-chloro-5′-methyl-5′,6′-dihydrospiro[chromeno[2,3-c]pyridine-5,4′-[1,3]oxazin]-2′-amine), solid. As a reaction SMILES: [NH2:1][C:2]1([CH:18]([CH3:21])[CH2:19][OH:20])[C:15]2[CH:14]=[C:13]([Cl:16])[N:12]=[CH:11][C:10]=2[O:9][C:8]2[C:3]1=[CH:4][C:5]([Br:17])=[CH:6][CH:7]=2.C([O-])(=O)C.[Na+].[N:27]#[C:28]Br.C(O)(C(F)(F)F)=O>CCO.C(Cl)Cl>[Br:17][C:5]1[CH:4]=[C:3]2[C:2]3([CH:18]([CH3:21])[CH2:19][O:20][C:28]([NH2:27])=[N:1]3)[C:15]3[CH:14]=[C:13]([Cl:16])[N:12]=[CH:11][C:10]=3[O:9][C:8]2=[CH:7][CH:6]=1 |f:1.2|. Procedure details: To a suspension of 2-(5-amino-7-bromo-3-chloro-5H-chromeno[2,3-c]pyridin-5-yl)propan-1-ol (0.85 g, 2.300 mmol) in EtOH (10 mL) was added anhydrous sodium acetate (0.377 g, 4.60 mmol) followed by the drop wise addition of cyanogen bromide (3.0M in CH2Cl2; 0.920 mL, 2.76 mmol). The suspension was stirred at RT for 48 h. Additional cyanogen bromide (0.8 mL, 0.6 eq) and NaOAc (180 mg, 1.0 eq) were added. The reaction mixture was allowed to stir for 3 days at RT. The reaction mixture was concentrated... The reactants are C(C)(C)(C)OC(C[C@@]1(C[C@@H](N2C1=NC=C(C2=O)N(C(=O)OCC2=CC=CC=C2)CC=C)C(NCC2=CC=C(C=C2)C(=N)NC(=O)OCC2=CC=CC=C2)=O)C)=O ((6R,8S)-{3-(allyl-benzyloxycarbonyl-amino)-6-[4-(benzyloxycarbonylamino-imino-methyl)benzylcarbamoyl]-8-methyl-4-oxo-4,6,7,8-tetrahydro-pyrrolo[1,2-a]pyrimidin-8-yl}-acetic acid tert-butyl ester). Solvent: O1CCOCC1.Cl (HCl dioxane). Yields the product C(C=C)N(C1=CN=C2N(C1=O)[C@H](C[C@@]2(C)CC(=O)O)C(NCC2=CC=C(C=C2)C(=N)NC(=O)OCC2=CC=CC=C2)=O)C(=O)OCC2=CC=CC=C2 ((6R,8S)-{3-(allyl-benzyloxycarbonyl-amino)-6-[4-(benzyloxycarbonylamino-imino-methyl)-benzylcarbamoyl]-8-methyl-4-oxo-4,6,7,8-tetrahydro-pyrrolo[1,2-a]pyrimidin-8-yl}-acetic acid). Isolated yield 102.0%. As a reaction SMILES: C([O:5][C:6](=[O:56])[CH2:7][C@@:8]1([CH3:55])[C:12]2=[N:13][CH:14]=[C:15]([N:18]([CH2:29][CH:30]=[CH2:31])[C:19]([O:21][CH2:22][C:23]3[CH:28]=[CH:27][CH:26]=[CH:25][CH:24]=3)=[O:20])[C:16](=[O:17])[N:11]2[C@@H:10]([C:32](=[O:54])[NH:33][CH2:34][C:35]2[CH:40]=[CH:39][C:38]([C:41]([NH:43][C:44]([O:46][CH2:47][C:48]3[CH:53]=[CH:52][CH:51]=[CH:50][CH:49]=3)=[O:45])=[NH:42])=[CH:37][CH:36]=2)[CH2:9]1)(C)(C)C>O1CCOCC1.Cl>[CH2:29]([N:18]([C:19]([O:21][CH2:22][C:23]1[CH:24]=[CH:25][CH:26]=[CH:27][CH:28]=1)=[O:20])[C:15]1[C:16](=[O:17])[N:11]2[C@@H:10]([C:32](=[O:54])[NH:33][CH2:34][C:35]3[CH:40]=[CH:39][C:38]([C:41]([NH:43][C:44]([O:46][CH2:47][C:48]4[CH:49]=[CH:50][CH:51]=[CH:52][CH:53]=4)=[O:45])=[NH:42])=[CH:37][CH:36]=3)[CH2:9][C@:8]([CH2:7][C:6]([OH:56])=[O:5])([CH3:55])[C:12]2=[N:13][CH:14]=1)[CH:30]=[CH2:31] |f:1.2|. Reported procedure: A solution of intermediate 38d (262.3 mg, 0.34 mmol) in 5 mL 4M HCl dioxane was stirred at rt for 2 h. The solvent was removed in vacuo, then the compound was triturated with ether to afford 245 mg (100%) of intermediate 39a. MS (ESI) 707.4 (M+H+), 705.3 (M−H+). Reactants: [N+](=O)([O-])C1=CC=C(N)C=C1 (4-nitroaniline), ClCC(=O)Cl (chloroacetyl chloride). Run in C1CCOC1 (THF), C1CCOC1 (THF). Run at time 42.5 minute. Product: ClCC(=O)NC1=CC=C(C=C1)[N+](=O)[O-] (2-chloro-N-(4-nitrophenyl)acetamide). As a reaction SMILES: [N+:1]([C:4]1[CH:10]=[CH:9][C:7]([NH2:8])=[CH:6][CH:5]=1)([O-:3])=[O:2].[Cl:11][CH2:12][C:13](Cl)=[O:14]>C1COCC1>[Cl:11][CH2:12][C:13]([NH:8][C:7]1[CH:9]=[CH:10][C:4]([N+:1]([O-:3])=[O:2])=[CH:5][CH:6]=1)=[O:14]. Procedure details: To a solution of 4-nitroaniline 37b (6.9 g, 50 mmol) in THF (50 mL) was added dropwise a solution of chloroacetyl chloride (100 mmol) in dry THF (50 mL) at room temperature. The reaction mixture was stirred for additional 40-45 minutes and then evaporated in vacuo to dryness. The solid residue was triturated with saturated NaHCO3 solution (aqueous) and then collected by filtration. The solid product was washed with water, followed by hexane, and dried to give 2-chloro-N-(4-nitrophenyl)acetamide,... Reactants: COC(C(C)[C@@]1(CCCN2CCC3=C([C@H]12)N(C1=CC=CC=C13)C)CC)=O ((-)-(1S,12bS)-1-ethyl-12-methyl-1,2,3,4,6,7,12,12b-octahydroindolo[2,3-a]quinolizin-1-yl-propionic acid methyl ester), [OH-].[K+] (potassium hydroxide). Solvent: C(C)O (ethanol). The product is C(C)[C@]1(CCCN2CCC3=C([C@H]12)N(C1=CC=CC=C13)C)C(C(=O)O)C ((-)-(1S,12bS)-1-ethyl-12-methyl-1,2,3,4,6,7,12,12b-octahydroindolo[2,3-a]quinolizin-1yl-propionic acid). The yield is 66.0%. Reaction SMILES: C[O:2][C:3](=[O:26])[CH:4]([C@@:6]1([CH2:24][CH3:25])[C@@H:15]2[N:10]([CH2:11][CH2:12][C:13]3[C:22]4[C:17](=[CH:18][CH:19]=[CH:20][CH:21]=4)[N:16]([CH3:23])[C:14]=32)[CH2:9][CH2:8][CH2:7]1)[CH3:5].[OH-].[K+]>C(O)C>[CH2:24]([C@:6]1([CH:4]([CH3:5])[C:3]([OH:26])=[O:2])[C@@H:15]2[N:10]([CH2:11][CH2:12][C:13]3[C:22]4[C:17](=[CH:18][CH:19]=[CH:20][CH:21]=4)[N:16]([CH3:23])[C:14]=32)[CH2:9][CH2:8][CH2:7]1)[CH3:25] |f:1.2|. Reported procedure: The solution of 10.0 g. (0.028 moles) of (-)-(1S,12bS)-1-ethyl-12-methyl-1,2,3,4,6,7,12,12b-octahydroindolo[2,3-a]quinolizin-1-yl-propionic acid methyl ester (prepared as described in Example 48) in 200 ml. of 96% of ethanol containing 2.5 g. (0.044 moles) of potassium hydroxide is refluxed for one hour. After cooling down, the solution is evaporated to dryness, the evaporation residue is dissolved in a little amount of water and acidified to pH 6 by adding acetic acid. The precipitated product ... Starting materials: CCCCCCCCCCCCCCCCCC(=O)N[C@@H](CO[C@H]1[C@@H]([C@H]([C@@H]([C@H](O1)CO)O[C@H]2[C@@H]([C@H]([C@H]([C@H](O2)CO)O[C@H]3[C@@H]([C@H]([C@H]([C@H](O3)CO)O)O[C@H]4[C@@H]([C@H]([C@H]([C@H](O4)CO)O)O)O)NC(=O)C)O[C@@]5(C[C@@H]([C@H]([C@@H](O5)[C@@H]([C@@H](CO)O)O)NC(=O)C)O)C(=O)O)O)O)O)[C@@H](/C=C/CCCCCCCCCCCCC)O (ganglioside GM1), C(C)O (ethanol), CCCCCCCCCCCCCCCCCC(=O)N[C@@H](CO[C@H]1[C@@H]([C@H]([C@@H]([C@H](O1)CO)O[C@H]2[C@@H]([C@H]([C@H]([C@H](O2)CO)O[C@H]3[C@@H]([C@H]([C@H]([C@H](O3)CO)O)O[C@H]4[C@@H]([C@H]([C@H]([C@H](O4)CO)O)O)O)NC(=O)C)O[C@@]5(C[C@@H]([C@H]([C@@H](O5)[C@@H]([C@@H](CO)O)O)NC(=O)C)O)C(=O)O)O)O)O)[C@@H](/C=C/CCCCCCCCCCCCC)O (ganglioside GM1), reaction solution. Conditions: time 30 minute. Product: CC1=CC(=O)OC2=C1C=CC(=C2)O (4-methylumbelliferone). RXN SMILES: CCCCCCCCCCCCCCCCCC(N[C@H]([C@H](O)/C=C/CCCCCCCCCCCCC)CO[C@@H]1O[C@H](CO)[C@@H](O[C@@H]2O[C@H](CO)[C@H](O[C@@H]3O[C@H](CO)[C@H](O)[C@H](O[C@@H]4O[C@H](CO)[C@H](O)[C@H](O)[C@H]4O)[C@H]3NC(C)=O)[C@H](O[C@@:68]3(C(O)=O)[O:73][C@@H:72]([C@H:74](O)[C@H:75](O)[CH2:76]O)[C@H:71](NC(C)=O)[C@@H:70]([OH:84])[CH2:69]3)[C@H]2O)[C@H](O)[C@H]1O)=O.[CH2:108]([OH:110])[CH3:109]>>[CH3:76][C:75]1[C:74]2[CH:72]=[CH:71][C:70]([OH:84])=[CH:69][C:68]=2[O:73][C:108](=[O:110])[CH:109]=1. Procedure: The saliva of each experimental group of Test Example 1 in the present specification was used to examine inhibitory activity against cholera toxin binding. 200 μl of an ethanol solution containing 0.1% ganglioside GM1 (w/v) was added to a 96-well plate for ELISA test. Then, the ganglioside GM1 was adsorbed thereonto by air-drying. The saliva of each experimental group was diluted 10 times with PBS containing 1% bovine serum albumin (BSA) and then reacted for 1 hour by the addition of a biotin-co... Starting materials: O (water), C(C1=CC=CC=C1)OC=1C(=NC(=NC1C)N1C(=CC=C1C)C)CCCCCCCCCC (5-(benzyloxy)-4-decyl-2-(2,5-dimethyl-1H-pyrrol-1-yl)-6-methylpyrimidine), Cl.NO (hydroxylamine hydrochloride), Cl.NO (hydroxylamine hydrochloride), [OH-].[Na+] (NaOH). Run in C(C)O.O (ethanol water). Product: C(C1=CC=CC=C1)OC=1C(=NC(=NC1C)N)CCCCCCCCCC (5-(benzyloxy)-4-decyl-6-methylpyrimidin-2-amine). Reaction SMILES: [CH2:1]([O:8][C:9]1[C:10]([CH2:23][CH2:24][CH2:25][CH2:26][CH2:27][CH2:28][CH2:29][CH2:30][CH2:31][CH3:32])=[N:11][C:12]([N:16]2C(C)=CC=C2C)=[N:13][C:14]=1[CH3:15])[C:2]1[CH:7]=[CH:6][CH:5]=[CH:4][CH:3]=1.Cl.NO.O.[OH-].[Na+]>C(O)C.O>[CH2:1]([O:8][C:9]1[C:10]([CH2:23][CH2:24][CH2:25][CH2:26][CH2:27][CH2:28][CH2:29][CH2:30][CH2:31][CH3:32])=[N:11][C:12]([NH2:16])=[N:13][C:14]=1[CH3:15])[C:2]1[CH:3]=[CH:4][CH:5]=[CH:6][CH:7]=1 |f:1.2,4.5,6.7|. Reported procedure: To stirred solution containing 502 mg (1.15 mmol) of 5-(benzyloxy)-4-decyl-2-(2,5-dimethyl-1H-pyrrol-1-yl)-6-methylpyrimidine in 10 mL of ethanol-water 9:1 were added 800 mg (11.50 mmol) of hydroxylamine hydrochloride. The reaction mixture was then stirred at reflux during 5 h. A second portion of 800 mg (11.50 mmol) of hydroxylamine hydrochloride was added and the reaction mixture was stirred at reflux for 16 h. The reaction mixture was then poured into 70 mL of water and then basified to a pH ... Reactants: Cl (hydrochloric acid), CC1=C(C(=O)OCC)C=CC=C1 (ethyl o-methylbenzoate), NC1=C2CCCC2=CC=C1 (4-aminoindan), CO[Na] (CH3ONa). The solvent is C1=CC=CC=C1 (benzene). Run at time 10 hour. The product is C1CCC2=C(C=CC=C12)NC(C1=C(C=CC=C1)C)=O (N-4-indanyl-o-methylbenzamide). The yield is 65.4%. RXN SMILES: [CH3:1][C:2]1[CH:12]=[CH:11][CH:10]=[CH:9][C:3]=1[C:4]([O:6]CC)=O.[NH2:13][C:14]1[CH:22]=[CH:21][CH:20]=[C:19]2[C:15]=1[CH2:16][CH2:17][CH2:18]2.CO[Na].Cl>C1C=CC=CC=1>[CH2:18]1[C:19]2[C:15](=[C:14]([NH:13][C:4](=[O:6])[C:3]3[CH:9]=[CH:10][CH:11]=[CH:12][C:2]=3[CH3:1])[CH:22]=[CH:21][CH:20]=2)[CH2:16][CH2:17]1. Reported procedure: A mixture of 2.0 g of ethyl o-methylbenzoate (12.2 m mol), 1.62 g of 4-aminoindan (12.2 m mol), 0.72 g of CH3ONa and 30 ml of benzene is stirred for 10 hours under reflux. After ice-cooling, the mixture is added to dilute hydrochloric acid and extracted with ethyl acetate. The organic layer is washed with water and concentrated. The resulting crystals are washed with n-hexane to give 2.0 g of N-4-indanyl-o-methylbenzamide (yield: 65.4%). Reactants: COc1cc2[nH]ccc2c2c1OCCN(C(=O)OC(C)(C)C)C2C, Cc1ccccc1S(=O)(=O)Cl, [H-], [Na+], CN(C)C=O, O. Yields the product COc1cc2c(ccn2S(=O)(=O)c2ccccc2C)c2c1OCCN(C(=O)OC(C)(C)C)C2C. RXN SMILES: [CH3:1][O:2][c:3]1[c:4]2[c:5]([c:6]3[cH:7][cH:8][nH:9][c:10]3[cH:11]1)[CH:12]([CH3:24])[N:13]([C:17](=[O:18])[O:19][C:20]([CH3:21])([CH3:22])[CH3:23])[CH2:14][CH2:15][O:16]2.[CH3:27][c:28]1[c:29]([S:34](=[O:35])(=[O:36])[Cl:37])[cH:30][cH:31][cH:32][cH:33]1.[H-:25].[Na+:26].[O:39]=[CH:40][N:41]([CH3:42])[CH3:43].[OH2:38]>>[CH3:1][O:2][c:3]1[c:4]2[c:5]([c:6]3[cH:7][cH:8][n:9]([S:34]([c:29]4[c:28]([CH3:27])[cH:33][cH:32][cH:31][cH:30]4)(=[O:35])=[O:36])[c:10]3[cH:11]1)[CH:12]([CH3:24])[N:13]([C:17](=[O:18])[O:19][C:20]([CH3:21])([CH3:22])[CH3:23])[CH2:14][CH2:15][O:16]2.